Dataset: the Open Reaction Database (ORD), a public repository of structured organic reaction records. Task: describe an organic reaction: reactants, conditions, products, and yield Starting materials: CC(C)(C)OC(=O)NCCCN, CO, O=[N+]([O-])c1cnc(Cl)c2cnoc12, Cl, C1COCCO1. Product: Cl, NCCCNc1ncc([N+](=O)[O-])c2oncc12. As a reaction SMILES: [C:14]([O:15][C:16]([CH3:17])([CH3:18])[CH3:19])(=[O:20])[NH:21][CH2:22][CH2:23][CH2:24][NH2:25].[CH3:27][OH:28].[Cl:1][c:2]1[n:3][cH:4][c:5]([N+:11](=[O:12])[O-:13])[c:6]2[c:7]1[cH:8][n:9][o:10]2.[ClH:26].[O:29]1[CH2:30][CH2:31][O:32][CH2:33][CH2:34]1>>[ClH:1].[c:2]1([NH:21][CH2:22][CH2:23][CH2:24][NH2:25])[n:3][cH:4][c:5]([N+:11](=[O:12])[O-:13])[c:6]2[c:7]1[cH:8][n:9][o:10]2. Reported procedure: 1-Butyl-3-butyryl pyridinium bromide was hydrogenated according to the procedure described in Part (b) of Example 6 to give propyl 1-butyl-1-4,5,6-tetrahydro-3-pyridyl ketone (13). The product was distilled as a pale yellow oil (b.pt. 120-124°C./0.02 mm Hg). As a reaction SMILES: [Br-].[CH2:2]([N+:6]1[CH:11]=[CH:10][CH:9]=[C:8]([C:12](=[O:16])[CH2:13][CH2:14][CH3:15])[CH:7]=1)[CH2:3][CH2:4][CH3:5].C1(CCN2CCCC(C(C)=O)=C2)C=CC=CC=1>>[CH2:2]([N:6]1[CH2:11][CH2:10][CH2:9][C:8]([C:12]([CH2:13][CH2:14][CH3:15])=[O:16])=[CH:7]1)[CH2:3][CH2:4][CH3:5] |f:0.1|. The reactants are [Br-].C(CCC)[N+]1=CC(=CC=C1)C(CCC)=O (1-Butyl-3-butyryl pyridinium bromide), C1(=CC=CC=C1)CCN1C=C(CCC1)C(=O)C (Methyl 1-(2-phenylethyl)-1,4,5,6-tetrahydro-3-pyridyl ketone). Yields the product C(CCC)N1C=C(CCC1)C(=O)CCC (Propyl 1-butyl-1,4,5,6-tetrahydro-3-pyridyl ketone). The reactants are CC(C)(C)C1=CC=CC1, C1CCOC1, [Li]CCCC, CC1=Cc2cccc([Si](C)(C)Cl)c2C1, O. Yields the product CC1=Cc2cccc([Si](C)(C)C3C=CC(C(C)(C)C)=C3)c2C1. Reaction SMILES: [C:1]([CH3:2])([CH3:3])([CH3:4])[C:5]1=[CH:6][CH:7]=[CH:8][CH2:9]1.[CH2:30]1[O:31][CH2:32][CH2:33][CH2:34]1.[CH3:10][CH2:11][CH2:12][CH2:13][Li:14].[Cl:15][Si:16]([c:17]1[cH:18][cH:19][cH:20][c:21]2[c:25]1[CH2:24][C:23]([CH3:26])=[CH:22]2)([CH3:27])[CH3:28].[OH2:29]>>[C:1]([CH3:2])([CH3:3])([CH3:4])[C:5]1=[CH:6][CH:7]([Si:16]([c:17]2[cH:18][cH:19][cH:20][c:21]3[c:25]2[CH2:24][C:23]([CH3:26])=[CH:22]3)([CH3:27])[CH3:28])[CH:8]=[CH:9]1. Reaction SMILES: [F:1][C:2]1[CH:7]=[CH:6][C:5]([C:8]([F:11])([F:10])[F:9])=[CH:4][C:3]=1I.[C:13]([O:17][C:18](=[O:35])[NH:19][C:20]1[CH:25]=[C:24](B2OC(C)(C)C(C)(C)O2)[CH:23]=[CH:22][N:21]=1)([CH3:16])([CH3:15])[CH3:14]>>[C:13]([O:17][C:18](=[O:35])[NH:19][C:20]1[CH:25]=[C:24]([C:3]2[CH:4]=[C:5]([C:8]([F:11])([F:10])[F:9])[CH:6]=[CH:7][C:2]=2[F:1])[CH:23]=[CH:22][N:21]=1)([CH3:16])([CH3:14])[CH3:15]. Reactants: FC1=C(C=C(C=C1)C(F)(F)F)I (1-fluoro-2-iodo-4-(trifluoromethyl)benzene), C(C)(C)(C)OC(NC1=NC=CC(=C1)B1OC(C(O1)(C)C)(C)C)=O (tert-butyl[4-(4,4,5,5-tetramethyl-1,3,2-dioxaborolan-2-yl)pyridin-2-yl]carbamate). Yield: 41.0%. Reported procedure: Prepared according to Preparation 21 using 1-fluoro-2-iodo-4-(trifluoromethyl)benzene and tert-butyl[4-(4,4,5,5-tetramethyl-1,3,2-dioxaborolan-2-yl)pyridin-2-yl]carbamate (Preparation 24, 430 mg, 1.0 mmol). The residue was purified by silica gel column chromatography (ISCO™, 0-30% ethyl acetate in heptane gradient elution, 2×12 g SiO2) to give title compound as a green solid (0.105 g, 41%). The product is C(C)(C)(C)OC(NC1=NC=CC(=C1)C1=C(C=CC(=C1)C(F)(F)F)F)=O (tert-Butyl{4-[2-fluoro-5-(trifluoromethyl)phenyl]pyridin-2-yl}carbamate). Starting materials: CC(C)N=C=O, ClCCl, Cl, Fc1ccc(C(OC2CNC2)c2ccccc2C(F)(F)F)cc1. Product: CC(C)NC(=O)N1CC(OC(c2ccc(F)cc2)c2ccccc2C(F)(F)F)C1. As a reaction SMILES: [CH:25]([CH3:26])([CH3:27])[N:28]=[C:29]=[O:30].[Cl:31][CH2:32][Cl:33].[ClH:1].[F:2][C:3]([c:4]1[c:5]([CH:6]([c:7]2[cH:8][cH:9][c:10]([F:13])[cH:11][cH:12]2)[O:14][CH:15]2[CH2:16][NH:17][CH2:18]2)[cH:19][cH:20][cH:21][cH:22]1)([F:23])[F:24]>>[F:2][C:3]([c:4]1[c:5]([CH:6]([c:7]2[cH:8][cH:9][c:10]([F:13])[cH:11][cH:12]2)[O:14][CH:15]2[CH2:16][N:17]([C:29]([NH:28][CH:25]([CH3:26])[CH3:27])=[O:30])[CH2:18]2)[cH:19][cH:20][cH:21][cH:22]1)([F:23])[F:24]. Reactants: ClC1=CC(=C(C(=O)Cl)C=C1F)F (4-Chloro-2,5-difluorobenzoyl chloride), Cl.FC([C@H](C)N)(F)F ((2S)-1,1,1-trifluoropropan-2-amine hydrochloride), C(C)(C)N(CC)C(C)C (diisopropylethylamine), C(=O)(O)[O-].[Na+] (NaHCO3). Conditions: time 30 minute. The product is ClC1=CC(=C(C(=O)N[C@H](C(F)(F)F)C)C=C1F)F (4-chloro-2,5-difluoro-N-[(1S)-2,2,2-trifluoro-1-methylethyl]benzamide). Reaction SMILES: [Cl:1][C:2]1[C:10]([F:11])=[CH:9][C:5]([C:6](Cl)=[O:7])=[C:4]([F:12])[CH:3]=1.Cl.[F:14][C:15]([F:20])([F:19])[C@@H:16]([NH2:18])[CH3:17].C(N(C(C)C)CC)(C)C.C([O-])(O)=O.[Na+]>>[Cl:1][C:2]1[C:10]([F:11])=[CH:9][C:5]([C:6]([NH:18][C@@H:16]([CH3:17])[C:15]([F:20])([F:19])[F:14])=[O:7])=[C:4]([F:12])[CH:3]=1 |f:1.2,4.5|. Procedure details: 4-Chloro-2,5-difluorobenzoyl chloride (29.6 mg, 0.140 mmol) (Oakwood, Cat. #: 001628) was added to a mixture of (2S)-1,1,1-trifluoropropan-2-amine hydrochloride (20.0 mg, 0.134 mmol) (SynQuest Lab, Cat. #: 3130-7-S1) and diisopropylethylamine (58 μL, 0.33 mmol) in dichloromethylene (4.0 mL) at 0° C. The reaction mixture was stirred at room temperature for 30 min., worked up with saturated aqueous NaHCO3, and extracted with dichloromethylene (3×10 mL). The combined organic layers were washed with... Starting materials: NN1C(C(=C(C2=CC=CC=C12)O)C1=NS(C2=C(N1)C=CC(=C2)OCC2=CC=CC=C2)(=O)=O)=O (1-amino-3-[7-(benzyloxy)-1,1-dioxido-4H-1,2,4-benzothiadiazin-3-yl]-4-hydroxyquinolin-2(1H)-one), C(C)OC(CC)OCC (propionaldehyde diethylacetal). Solvent: CN(C(C)=O)C (N,N-dimethylacetamide). Reaction conditions: temperature 25 celsius. Product: C(C1=CC=CC=C1)OC1=CC2=C(NC(=NS2(=O)=O)C=2C(N(C3=CC=CC=C3C2O)N=CCC)=O)C=C1 (3-[7-(benzyloxy)-1,1-dioxido-4H-1,2,4-benzothiadiazin-3-yl]-4-hydroxy-1-[propylideneamino]quinolin-2(1H)-one). Yield: 40.7%. Reaction SMILES: [NH2:1][N:2]1[C:11]2[C:6](=[CH:7][CH:8]=[CH:9][CH:10]=2)[C:5]([OH:12])=[C:4]([C:13]2[NH:18][C:17]3[CH:19]=[CH:20][C:21]([O:23][CH2:24][C:25]4[CH:30]=[CH:29][CH:28]=[CH:27][CH:26]=4)=[CH:22][C:16]=3[S:15](=[O:32])(=[O:31])[N:14]=2)[C:3]1=[O:33].C(O[CH:37](OCC)[CH2:38][CH3:39])C>CN(C)C(=O)C>[CH2:24]([O:23][C:21]1[CH:20]=[CH:19][C:17]2[NH:18][C:13]([C:4]3[C:3](=[O:33])[N:2]([N:1]=[CH:37][CH2:38][CH3:39])[C:11]4[C:6]([C:5]=3[OH:12])=[CH:7][CH:8]=[CH:9][CH:10]=4)=[N:14][S:15](=[O:32])(=[O:31])[C:16]=2[CH:22]=1)[C:25]1[CH:26]=[CH:27][CH:28]=[CH:29][CH:30]=1. Reported procedure: The product of Example 304F (0.1 g, 0.22 mmol) in N,N-dimethylacetamide (1 mL) was reacted with propionaldehyde diethylacetal (0.34 mL, 2.2 mmol) in a sealed tube in a microwave reactor at 100° C. for 60 minutes. The reaction was cooled to 25° C., concentrated under a stream of nitrogen warmed through a manifold heated to 165° C. and the resulting residue was triturated with diethyl ether to give the title compound (0.045 g, 42%). The reactants are C(C)OC(=O)C=1N=CC2=CC(=CC=C2C1O)NC(C1=CC=C(C=C1)F)=O (7-(4-Fluoro-benzoylamino)-4-hydroxy-isoquinoline-3-carboxylic acid ethyl ester), NCCC(=O)O (beta-alanine). The product is FC1=CC=C(C(=O)NC2=CC=C3C(=C(N=CC3=C2)C(=O)NCCC(=O)O)O)C=C1 (3-{[7-(4-Fluoro-benzoylamino)-4-hydroxy-isoquinoline-3-carbonyl]-amino}-propionic acid). As a reaction SMILES: C(O[C:4]([C:6]1[N:7]=[CH:8][C:9]2[C:14]([C:15]=1[OH:16])=[CH:13][CH:12]=[C:11]([NH:17][C:18](=[O:26])[C:19]1[CH:24]=[CH:23][C:22]([F:25])=[CH:21][CH:20]=1)[CH:10]=2)=[O:5])C.[NH2:27][CH2:28][CH2:29][C:30]([OH:32])=[O:31]>>[F:25][C:22]1[CH:23]=[CH:24][C:19]([C:18]([NH:17][C:11]2[CH:10]=[C:9]3[C:14]([C:15]([OH:16])=[C:6]([C:4]([NH:27][CH2:28][CH2:29][C:30]([OH:32])=[O:31])=[O:5])[N:7]=[CH:8]3)=[CH:13][CH:12]=2)=[O:26])=[CH:20][CH:21]=1. Procedure details: 3-{[7-(4-Fluoro-benzoylamino)-4-hydroxy-isoquinoline-3-carbonyl]-amino}-propionic acid was prepared from 7-(4-Fluoro-benzoylamino)-4-hydroxy-isoquinoline-3-carboxylic acid ethyl ester under conditions analogous to Example 116(b) using beta-alanine. MS ESI(−) m/e: 395.9953 (M−1). Reactants: C[P+](C)(C)CC#N, CCC#N, CCNC(=O)c1ccc(N2CCNCC2)cc1, CCN(C(C)C)C(C)C, [I-], O=c1[nH]c2cc(CO)cnc2c2cccn12. The product is CCNC(=O)c1ccc(N2CCN(Cc3cnc4c(c3)[nH]c(=O)n3cccc43)CC2)cc1. As a reaction SMILES: [C:35]([CH2:36][P+:37]([CH3:38])([CH3:39])[CH3:40])#[N:41].[C:51](#[N:52])[CH2:53][CH3:54].[CH2:17]([CH3:18])[NH:19][C:20]([c:21]1[cH:22][cH:23][c:24]([N:27]2[CH2:28][CH2:29][NH:30][CH2:31][CH2:32]2)[cH:25][cH:26]1)=[O:33].[CH2:42]([N:43]([CH:44]([CH3:45])[CH3:46])[CH:47]([CH3:48])[CH3:49])[CH3:50].[I-:34].[OH:1][CH2:2][c:3]1[cH:4][c:5]2[c:6]([c:7]3[n:8]([c:9](=[O:11])[nH:10]2)[cH:12][cH:13][cH:14]3)[n:15][cH:16]1>>[CH2:2]([c:3]1[cH:4][c:5]2[c:6]([c:7]3[n:8]([c:9](=[O:11])[nH:10]2)[cH:12][cH:13][cH:14]3)[n:15][cH:16]1)[N:30]1[CH2:29][CH2:28][N:27]([c:24]2[cH:23][cH:22][c:21]([C:20]([NH:19][CH2:17][CH3:18])=[O:33])[cH:26][cH:25]2)[CH2:32][CH2:31]1.